Dataset: the Open Reaction Database (ORD), a public repository of structured organic reaction records. Task: describe an organic reaction: reactants, conditions, products, and yield As a reaction SMILES: [Br-:21].[CH2:22]([CH2:23][CH3:24])[Mg+:25].[CH:1](=[O:2])[c:3]1[cH:4][c:5]2[c:6]([cH:19][cH:20]1)[C:7](=[CH:16][C:17]#[N:18])[c:8]1[c:9]([cH:12][cH:13][cH:14][cH:15]1)[CH2:10][CH2:11]2>>[CH:1]([OH:2])([c:3]1[cH:4][c:5]2[c:6]([cH:19][cH:20]1)[C:7](=[CH:16][C:17]#[N:18])[c:8]1[c:9]([cH:12][cH:13][cH:14][cH:15]1)[CH2:10][CH2:11]2)[CH2:22][CH2:23][CH3:24]. The product is CCCC(O)c1ccc2c(c1)CCc1ccccc1C2=CC#N. Starting materials: [Br-], CCC[Mg+], N#CC=C1c2ccccc2CCc2cc(C=O)ccc21.